Dataset: the Open Reaction Database (ORD), a public repository of structured organic reaction records. Task: describe an organic reaction: reactants, conditions, products, and yield Starting materials: O (water), [N+](=O)([O-])C=1C=C(C(=CC1)C=1C(=CC(=CC1)[N+](=O)[O-])C(=O)O)C(=O)O (4,4′-Dinitro-1,1′-biphenyl-2,2′-dicarboxylic acid), Cl (HCl). Solvent: O1CCCC1 (tetrahydrofuran), O1CCCC1 (tetrahydrofuran). Run at time 19 hour. The product is [N+](=O)([O-])C=1C=C(C(=CC1)C=1C(=CC(=CC1)[N+](=O)[O-])CO)CO (4,4′-Dinitro-1,1′-biphenyl-2,2′-dimethanol). RXN SMILES: [N+:1]([C:4]1[CH:5]=[C:6]([C:22](O)=[O:23])[C:7]([C:10]2[C:11]([C:19](O)=[O:20])=[CH:12][C:13]([N+:16]([O-:18])=[O:17])=[CH:14][CH:15]=2)=[CH:8][CH:9]=1)([O-:3])=[O:2].O.Cl>O1CCCC1>[N+:1]([C:4]1[CH:5]=[C:6]([CH2:22][OH:23])[C:7]([C:10]2[C:11]([CH2:19][OH:20])=[CH:12][C:13]([N+:16]([O-:18])=[O:17])=[CH:14][CH:15]=2)=[CH:8][CH:9]=1)([O-:3])=[O:2]. Reported procedure: 3.6 g (10.83 mmol) 4,4′-Dinitro-1,1′-biphenyl-2,2′-dicarboxylic acid is dissolved in 25 ml tetrahydrofuran and added drop wise in a the course of 1 hours to 65 ml (65.02 mmol) of a borane-tetrahydrofuran complex 1.0 M solution in tetrahydrofuran. After 19 hours at 25° C., 50 ml water is carefully added. After 1 h the solution is acidified to pH=1-2 with 10 ml 1N HCl solution and allowed to stirred for 30 min. The reaction mixture is then partitioned between ethyl acetate and water; the organic p... Starting materials: CCO, NS(=O)(=O)c1ccc([N+](=O)[O-])c2c1CCCC2. Product: Nc1ccc(S(N)(=O)=O)c2c1CCCC2. RXN SMILES: [CH3:18][CH2:19][OH:20].[N+:1]([O-:2])(=[O:3])[c:4]1[cH:5][cH:6][c:7]([S:14](=[O:15])(=[O:16])[NH2:17])[c:8]2[c:13]1[CH2:12][CH2:11][CH2:10][CH2:9]2>>[NH2:1][c:4]1[cH:5][cH:6][c:7]([S:14](=[O:15])(=[O:16])[NH2:17])[c:8]2[c:13]1[CH2:12][CH2:11][CH2:10][CH2:9]2. Reactants: OC1=CC=C(C=C1)C=1C=NC=CC1 (3-(4-hydroxyphenyl)pyridine), ClCC(CCC=1C=NC=CC1)O ((±)-α-(chloromethyl)-3-pyridinepropanol), C(C)O (ethanol), [OH-].[Na+] (sodium hydroxide). The solvent is O (water). The product is N1=CC(=CC=C1)CCC(COC1=CC=C(C=C1)C=1C=NC=CC1)O ((±)-4-(3-pyridyl)-1-(4-(3-pyridyl)phenoxy)-2-butanol). Yield: 38.2%. RXN SMILES: [OH:1][C:2]1[CH:7]=[CH:6][C:5]([C:8]2[CH:9]=[N:10][CH:11]=[CH:12][CH:13]=2)=[CH:4][CH:3]=1.C(O)C.[OH-].[Na+].Cl[CH2:20][CH:21]([OH:30])[CH2:22][CH2:23][C:24]1[CH:25]=[N:26][CH:27]=[CH:28][CH:29]=1>O>[N:26]1[CH:27]=[CH:28][CH:29]=[C:24]([CH2:23][CH2:22][CH:21]([OH:30])[CH2:20][O:1][C:2]2[CH:3]=[CH:4][C:5]([C:8]3[CH:9]=[N:10][CH:11]=[CH:12][CH:13]=3)=[CH:6][CH:7]=2)[CH:25]=1 |f:2.3|. Procedure details: Prepared according to the method as described in Example 24b) from 3-(4-hydroxyphenyl)pyridine (1.68 g), ethanol (30 ml), sodium hydroxide (0.393 g), water (10 ml) and (±)-α-(chloromethyl)-3-pyridinepropanol (0.91 g, Example 24a)) to give the title compound as a pale yellow solid (0.6 g). Reactants: OC1(CCCCC1)C(C(=O)O)C1=CC(=CC=C1)OC1=CC=CC=C1 ((1-hydroxycyclohexyl)[3-phenoxyphenyl]acetic acid), CC(C)(C)OC(=O)NC1CCNCC1 (4-N-BOC-aminopiperidine). As a reaction SMILES: [OH:1][C:2]1([CH:8]([C:12]2[CH:17]=[CH:16][CH:15]=[C:14]([O:18][C:19]3[CH:24]=[CH:23][CH:22]=[CH:21][CH:20]=3)[CH:13]=2)[C:9](O)=[O:10])[CH2:7][CH2:6][CH2:5][CH2:4][CH2:3]1.[CH3:25][C:26]([O:29][C:30]([NH:32][CH:33]1[CH2:38][CH2:37][NH:36][CH2:35][CH2:34]1)=[O:31])([CH3:28])[CH3:27]>>[OH:1][C:2]1([CH:8]([C:12]2[CH:17]=[CH:16][CH:15]=[C:14]([O:18][C:19]3[CH:20]=[CH:21][CH:22]=[CH:23][CH:24]=3)[CH:13]=2)[C:9]([N:36]2[CH2:35][CH2:34][CH:33]([NH:32][C:30](=[O:31])[O:29][C:26]([CH3:25])([CH3:27])[CH3:28])[CH2:38][CH2:37]2)=[O:10])[CH2:7][CH2:6][CH2:5][CH2:4][CH2:3]1. Reported procedure: In an analogous manner to Example 1′ step 1, tert-butyl (1-{(1-hydroxycyclohexyl)[3-(phenoxy)phenyl]acetyl}piperidin-4-yl)carbamate was prepared from (1-hydroxycyclohexyl)[3-phenoxyphenyl]acetic acid (Reference Example 1-ccc) and 4-N-BOC-aminopiperidine. MS (ESI) m/z 509 ([M+H]+). The product is OC1(CCCCC1)C(C(=O)N1CCC(CC1)NC(OC(C)(C)C)=O)C1=CC(=CC=C1)OC1=CC=CC=C1 (tert-butyl (1-{(1-hydroxycyclohexyl)[3-(phenoxy)phenyl]acetyl}piperidin-4-yl)carbamate). Product: COC(CCCCCCN1[C@H](CCC1=O)\C=C\C(C=1C=C(C=CC1)C1=C(C=CC=C1)C)O)=O (7-{(R)-2-[(E)-3-hydroxy-3-(2′-methyl-biphenyl-3-yl)-propenyl]-5-oxo-pyrrolidin-1-yl}-heptanoic acid methyl ester). Reaction conditions: time 5 minute. The solvent is COCCOC (DME). Reagents/catalysts: C=1C=CC(=CC1)[P](C=2C=CC=CC2)(C=3C=CC=CC3)[Pd]([P](C=4C=CC=CC4)(C=5C=CC=CC5)C=6C=CC=CC6)([P](C=7C=CC=CC7)(C=8C=CC=CC8)C=9C=CC=CC9)[P](C=1C=CC=CC1)(C=1C=CC=CC1)C=1C=CC=CC1 (Pd(Ph3P)4). Procedure: To a solution of 7-{(R)-2-[(E)-3-(3-bromo-phenyl)-3-hydroxy-propenyl]-5-oxo-pyrrolidin-1-yl}-heptanoic acid methyl ester, (0.2 g, 0.46 mmol) in 10 mL of DME stirred at room temperature was added Pd(Ph3P)4 (0.03 g, 0.05 eq). After stirring for 5 minutes, o-tolylboronic acid (0.12 g, 2 eq) an 2M Na2CO3 (0.6 mL, 2.5eq) were added and the mixture was refluxed overnight under N2 atmosphere. The reaction mixture was cooled to room temperature, diluted with 25% NH4Oac (10 mL), stirred for 5 minutes and... As a reaction SMILES: [CH3:1][O:2][C:3](=[O:27])[CH2:4][CH2:5][CH2:6][CH2:7][CH2:8][CH2:9][N:10]1[C:14](=[O:15])[CH2:13][CH2:12][C@@H:11]1/[CH:16]=[CH:17]/[CH:18]([C:20]1[CH:25]=[CH:24][CH:23]=[C:22](Br)[CH:21]=1)[OH:19].[C:28]1([CH3:37])[CH:33]=[CH:32][CH:31]=[CH:30][C:29]=1B(O)O.C([O-])([O-])=O.[Na+].[Na+]>COCCOC.C1C=CC([P]([Pd]([P](C2C=CC=CC=2)(C2C=CC=CC=2)C2C=CC=CC=2)([P](C2C=CC=CC=2)(C2C=CC=CC=2)C2C=CC=CC=2)[P](C2C=CC=CC=2)(C2C=CC=CC=2)C2C=CC=CC=2)(C2C=CC=CC=2)C2C=CC=CC=2)=CC=1>[CH3:1][O:2][C:3](=[O:27])[CH2:4][CH2:5][CH2:6][CH2:7][CH2:8][CH2:9][N:10]1[C:14](=[O:15])[CH2:13][CH2:12][C@@H:11]1/[CH:16]=[CH:17]/[CH:18]([OH:19])[C:20]1[CH:21]=[C:22]([C:29]2[CH:30]=[CH:31][CH:32]=[CH:33][C:28]=2[CH3:37])[CH:23]=[CH:24][CH:25]=1 |f:2.3.4,^1:53,55,74,93|. Isolated yield 42.1%. Reactants: C1(=C(C=CC=C1)B(O)O)C (o-tolylboronic acid), C(=O)([O-])[O-].[Na+].[Na+] (Na2CO3), COC(CCCCCCN1[C@H](CCC1=O)\C=C\C(O)C1=CC(=CC=C1)Br)=O (7-{(R)-2-[(E)-3-(3-bromo-phenyl)-3-hydroxy-propenyl]-5-oxo-pyrrolidin-1-yl}-heptanoic acid methyl ester). Reactants: S(O)(O)(=O)=O (sulphuric acid), O (water), C(CCC)OC1=CC(=C(C#N)C=C1)F (4-Butoxy-2-fluorobenzonitrile), C(C)(=O)O (acetic acid). The product is C(CCC)OC1=CC(=C(C(=O)O)C=C1)F (4-Butoxy-2-fluorobenzoic acid). RXN SMILES: S(=O)(=O)(O)O.O.[CH2:7]([O:11][C:12]1[CH:19]=[CH:18]C(C#N)=[C:14]([F:20])[CH:13]=1)[CH2:8][CH2:9][CH3:10].[C:21]([OH:24])(=[O:23])[CH3:22]>>[CH2:7]([O:11][C:12]1[CH:19]=[CH:18][C:22]([C:21]([OH:24])=[O:23])=[C:14]([F:20])[CH:13]=1)[CH2:8][CH2:9][CH3:10]. Reported procedure: A mixture of concentrated sulphuric acid (190 ml) and water (190 ml) was added dropwise to a stirred solution of compound 18 (19.0 g, 0.098 mol) in glacial acetic acid (380 ml). The stirred mixture was heated under reflux for 48 h, cooled in a refrigerator for 24 h and the product was filtered off and dried (CaCl2) in vacuo to give pale-yellow crystals. Starting materials: N#CC1CC(F)CN1C(=O)CNC12CCC(C(=O)O)(CC1)CC2, Cl, CC(N)CF. Product: CC(CF)NC(=O)C12CCC(NCC(=O)N3CC(F)CC3C#N)(CC1)CC2. As a reaction SMILES: [C:1](=[O:2])([OH:3])[C:4]12[CH2:5][CH2:6][C:7]([NH:12][CH2:13][C:14](=[O:15])[N:16]3[CH:17]([C:22]#[N:23])[CH2:18][CH:19]([F:21])[CH2:20]3)([CH2:8][CH2:9]1)[CH2:10][CH2:11]2.[ClH:24].[F:25][CH2:26][CH:27]([CH3:28])[NH2:29]>>[C:1](=[O:2])([C:4]12[CH2:5][CH2:6][C:7]([NH:12][CH2:13][C:14](=[O:15])[N:16]3[CH:17]([C:22]#[N:23])[CH2:18][CH:19]([F:21])[CH2:20]3)([CH2:8][CH2:9]1)[CH2:10][CH2:11]2)[NH:29][CH:27]([CH2:26][F:25])[CH3:28]. The reactants are CC(=O)C1CCOC1=O, CCO, Cc1cc(N)n(-c2c(Cl)cc(Cl)cc2Cl)n1. Product: CC(Nc1cc(C)nn1-c1c(Cl)cc(Cl)cc1Cl)=C1CCOC1=O. Reaction SMILES: [C:17]([CH3:18])(=[O:19])[CH:20]1[C:21](=[O:22])[O:23][CH2:24][CH2:25]1.[CH3:26][CH2:27][OH:28].[NH2:1][c:2]1[n:3](-[c:8]2[c:9]([Cl:16])[cH:10][c:11]([Cl:15])[cH:12][c:13]2[Cl:14])[n:4][c:5]([CH3:7])[cH:6]1>>[NH:1]([c:2]1[n:3](-[c:8]2[c:9]([Cl:16])[cH:10][c:11]([Cl:15])[cH:12][c:13]2[Cl:14])[n:4][c:5]([CH3:7])[cH:6]1)[C:17]([CH3:18])=[C:20]1[C:21](=[O:22])[O:23][CH2:24][CH2:25]1. Reactants: BrC=1N=CC(=NC1)N1C(=NC2=C1C=CC(=C2)OC)C(F)(F)F (1-(5-bromo-pyrazin-2-yl)-5-methoxy-2-trifluoromethyl-1H-benzoimidazole), N1[C@H](C(=O)O)CCC1 (L-proline), FC1=C(C(=O)NC2=NC=C(N=C2)N2C(=NC3=C2C=CC(=C3)OC)C(F)(F)F)C(=CC=C1)F (2,6-difluoro-N-[5-(5-methoxy-2-trifluoromethyl-benzoimidazol-1-yl)-pyrazin-2-yl]-benzamide), CC1=C(CN)C=CC=C1 (2-methyl-benzylamine). The reagents and catalysts are [Cu]I (CuI). The solvent is CS(=O)C (DMSO), CCOC(=O)C (EtOAc). Reaction conditions: time 1 hour. Yields the product COC1=CC2=C(N(C(=N2)C(F)(F)F)C=2N=CC(=NC2)NCC2=C(C=CC=C2)C)C=C1 ([5-(5-Methoxy-2-trifluoromethyl-benzoimidazol-1-yl)-pyrazin-2-yl]-(2-methyl-benzyl)-amine). Isolated yield 46.5%. RXN SMILES: Br[C:2]1[N:3]=[CH:4][C:5]([N:8]2[C:12]3[CH:13]=[CH:14][C:15]([O:17][CH3:18])=[CH:16][C:11]=3[N:10]=[C:9]2[C:19]([F:22])([F:21])[F:20])=[N:6][CH:7]=1.FC1C=CC=C(F)C=1C(NC1C=NC(N2C3C=CC(OC)=CC=3N=C2C(F)(F)F)=CN=1)=O.[CH3:55][C:56]1[CH:63]=[CH:62][CH:61]=[CH:60][C:57]=1[CH2:58][NH2:59].N1CCC[C@H]1C(O)=O>CS(C)=O.[Cu]I.CCOC(C)=O>[CH3:18][O:17][C:15]1[CH:14]=[CH:13][C:12]2[N:8]([C:5]3[N:6]=[CH:7][C:2]([NH:59][CH2:58][C:57]4[CH:60]=[CH:61][CH:62]=[CH:63][C:56]=4[CH3:55])=[N:3][CH:4]=3)[C:9]([C:19]([F:22])([F:21])[F:20])=[N:10][C:11]=2[CH:16]=1. Procedure details: Into a 50 mL roundbottom flask, was placed a solution of 1-(5-bromo-pyrazin-2-yl)-5-methoxy-2-trifluoromethyl-1H-benzoimidazole (iv) (50 mg, 0.13 mmol) in DMSO (5 mL) (1-(5-bromo-pyrazin-2-yl)-5-methoxy-2-trifluoromethyl-1H-benzoimidazole (iv) was prepared as described for Compound 1 above). To this was added 2-methyl-benzylamine (40 mg, 0.33 mmol) followed by CuI (10 mg, 0.05 mmol). To the mixture was added L-proline (20 mg, 0.17 mmol). The resulting solution was held at 50° C. for 1 hr while t...